The task is: describe an organic reaction: reactants, conditions, products, and yield. This data is from the Open Reaction Database (ORD), a public repository of structured organic reaction records. The product is CC(C)(C)SCC1(C(=O)O)CCc2ccccc2C1. Starting materials: COC(=O)C1(CSC(C)(C)C)CCc2ccccc2C1, CO, [Li+], [OH-], O. Reaction SMILES: [C:1](=[O:2])([O:3][CH3:4])[C:5]1([CH2:15][S:16][C:17]([CH3:18])([CH3:19])[CH3:20])[CH2:6][c:7]2[cH:8][cH:9][cH:10][cH:11][c:12]2[CH2:13][CH2:14]1.[CH3:23][OH:24].[Li+:21].[OH-:22].[OH2:25]>>[C:1](=[O:2])([OH:3])[C:5]1([CH2:15][S:16][C:17]([CH3:18])([CH3:19])[CH3:20])[CH2:6][c:7]2[cH:8][cH:9][cH:10][cH:11][c:12]2[CH2:13][CH2:14]1. The reactants are C(C)(C)C1=C(C(=CC(=C1)C(C)C)C(C)C)S(=O)(=O)NN=C(CC(OC)N(C)C)C1=CC=CC=C1 (β-Dimethylamino-3-methoxypropiophenone 2,4,6-triisopropylbenzenesulphonylhydrazone), solid, Cl.CN(C(CC(=O)C1=CC=CC=C1)OC)C (β-dimethylamino-3-methoxypropiophenone hydrochloride), C(C)(C)C1=C(C(=CC(=C1)C(C)C)C(C)C)S(=O)(=O)NN=C(CCN(C)C)C1=CC=CC=C1 (β-dimethylaminopropiophenone 2,4,6-triisopropylbenzenesulphonylhydrazone), C(C)(C)C1=C(C(=CC(=C1)C(C)C)C(C)C)S(=O)(=O)NN (2,4,6-triisopropylbenzenesulphonylhydrazine). Yields the product Cl.C(C)(C)C1=C(C(=CC(=C1)C(C)C)C(C)C)S(=O)(=O)NN=C(CC(OC)N(C)C)C1=CC=CC=C1 (β-dimethylamino-3-methoxypropiophenone 2,4,6-triisopropylbenzenesulphonylhydrazone hydrochloride). As a reaction SMILES: [CH:1]([C:4]1[CH:9]=[C:8]([CH:10]([CH3:12])[CH3:11])[CH:7]=[C:6]([CH:13]([CH3:15])[CH3:14])[C:5]=1[S:16]([NH:19][N:20]=[C:21]([C:29]1[CH:34]=[CH:33][CH:32]=[CH:31][CH:30]=1)[CH2:22][CH:23]([N:26]([CH3:28])[CH3:27])[O:24][CH3:25])(=[O:18])=[O:17])([CH3:3])[CH3:2].C(C1C=C(C(C)C)C=C(C(C)C)C=1S(NN=C(C1C=CC=CC=1)CCN(C)C)(=O)=O)(C)C.C(C1C=C(C(C)C)C=C(C(C)C)C=1S(NN)(=O)=O)(C)C.[ClH:87].CN(C)C(OC)CC(C1C=CC=CC=1)=O>>[ClH:87].[CH:1]([C:4]1[CH:9]=[C:8]([CH:10]([CH3:11])[CH3:12])[CH:7]=[C:6]([CH:13]([CH3:14])[CH3:15])[C:5]=1[S:16]([NH:19][N:20]=[C:21]([C:29]1[CH:30]=[CH:31][CH:32]=[CH:33][CH:34]=1)[CH2:22][CH:23]([N:26]([CH3:28])[CH3:27])[O:24][CH3:25])(=[O:17])=[O:18])([CH3:2])[CH3:3] |f:3.4,5.6|. Procedure details: β-Dimethylamino-3-methoxypropiophenone 2,4,6-triisopropylbenzenesulphonylhydrazone can be prepared by a method similar to that described in Example 22 for the preparation of β-dimethylaminopropiophenone 2,4,6-triisopropylbenzenesulphonylhydrazone, but starting from 2,4,6-triisopropylbenzenesulphonylhydrazine (25.3 g) and β-dimethylamino-3-methoxypropiophenone hydrochloride (20.7 g). In this way β-dimethylamino-3-methoxypropiophenone 2,4,6-triisopropylbenzenesulphonylhydrazone hydrochloride (26.1... Starting materials: C(C1=CC=CC=C1)C1CC(NCC1)=O (4-benzylpiperidone), C1CCOC1 (THF), ice, [Br-].FC=1C=C(C[P+](C2=CC=CC=C2)(C2=CC=CC=C2)C2=CC=CC=C2)C=CC1 (m-fluorobenzyltriphenylphosphonium bromide), C1CCOC1 (THF), [Li]CCCC (BuLi). Conditions: temperature -78 celsius, time 45 minute. The product is C(C1=CC=CC=C1)N1CCC(CC1)=CC1=CC(=CC=C1)F (1-Benzyl-4-(m-fluorobenzylidene)piperidine). The yield is 7.0%. RXN SMILES: [Br-].[F:2][C:3]1[CH:4]=[C:5]([CH:26]=[CH:27][CH:28]=1)[CH2:6][P+](C1C=CC=CC=1)(C1C=CC=CC=1)C1C=CC=CC=1.[Li][CH2:30][CH2:31][CH2:32][CH3:33].C([CH:41]1[CH2:46][CH2:45][NH:44][C:43](=O)[CH2:42]1)C1C=CC=CC=1.[CH2:48]1[CH2:52]OC[CH2:49]1>>[CH2:30]([N:44]1[CH2:45][CH2:46][C:41](=[CH:6][C:5]2[CH:26]=[CH:27][CH:28]=[C:3]([F:2])[CH:4]=2)[CH2:42][CH2:43]1)[C:31]1[CH:52]=[CH:48][CH:49]=[CH:33][CH:32]=1 |f:0.1|. Procedure: To a suspension of m-fluorobenzyltriphenylphosphonium bromide (16.98 g, 0.03 mol) in 50 mL of THF was added 14.5 mL of BuLi (M=2.5 M) at −78° C. under N2. After stirring at −78° C. for 45 min., a solution of 4-benzylpiperidone (5.67 g, 0.03 mol) in 10 mL of THF was added dropwise at −78° C. under N2. The resulting mixture was allowed to warm to room temperature and stirred for another 5 hr. Then the mixture was poured into ice (100 g) and extracted with ether (3×40 mL). The combined extracts wer... The reactants are C12CN(CC(CC1)O2)C(=O)C=2SC=C(N2)Br (8-oxa-3-azabicyclo[3.2.1]octan-3-yl(4-bromothiazol-2-yl)methanone), C12CN(CC(CC1)O2)C(=O)C=2SC=C(N2)Br (8-oxa-3-azabicyclo[3.2.1]octan-3-yl(4-bromothiazol-2-yl)methanone), C(C)O (ethanol), ClC1=CC=C(C=C1)B(O)O ((4-chlorophenyl) boronic acid), C([O-])([O-])=O.[K+].[K+] (potassium carbonate). Reagents/catalysts: C=1C=CC(=CC1)[P](C=2C=CC=CC2)(C=3C=CC=CC3)[Pd]([P](C=4C=CC=CC4)(C=5C=CC=CC5)C=6C=CC=CC6)([P](C=7C=CC=CC7)(C=8C=CC=CC8)C=9C=CC=CC9)[P](C=1C=CC=CC1)(C=1C=CC=CC1)C=1C=CC=CC1 (tetrakis(triphenylphosphine)palladium(0)). The solvent is C1(=CC=CC=C1)C (toluene). Reaction conditions: temperature 92.5 celsius. Product: C12CN(CC(CC1)O2)C(=O)C=2SC=C(N2)C2=CC=C(C=C2)Cl (8-oxa-3-azabicyclo[3.2.1]octan-3-yl(4-(4-chlorophenyl)thiazol-2-yl)methanone). Isolated yield 57.6%. As a reaction SMILES: [CH:1]12[O:8][CH:5]([CH2:6][CH2:7]1)[CH2:4][N:3]([C:9]([C:11]1[S:12][CH:13]=[C:14](Br)[N:15]=1)=[O:10])[CH2:2]2.C(O)C.[Cl:20][C:21]1[CH:26]=[CH:25][C:24](B(O)O)=[CH:23][CH:22]=1.C(=O)([O-])[O-].[K+].[K+]>C1(C)C=CC=CC=1.C1C=CC([P]([Pd]([P](C2C=CC=CC=2)(C2C=CC=CC=2)C2C=CC=CC=2)([P](C2C=CC=CC=2)(C2C=CC=CC=2)C2C=CC=CC=2)[P](C2C=CC=CC=2)(C2C=CC=CC=2)C2C=CC=CC=2)(C2C=CC=CC=2)C2C=CC=CC=2)=CC=1>[CH:1]12[O:8][CH:5]([CH2:6][CH2:7]1)[CH2:4][N:3]([C:9]([C:11]1[S:12][CH:13]=[C:14]([C:24]3[CH:25]=[CH:26][C:21]([Cl:20])=[CH:22][CH:23]=3)[N:15]=1)=[O:10])[CH2:2]2 |f:3.4.5,^1:46,48,67,86|. Procedure: To a solution of 8-oxa-3-azabicyclo[3.2.1]octan-3-yl(4-bromothiazol-2-yl)methanone (Step-1 of compound 67, 1.1 g, 3.63 mmol) in a mixture of toluene:ethanol (5 ml:15 ml) were added (4-chlorophenyl) boronic acid (0.85 g, 5.44 mmol) and potassium carbonate (1.25 g, 9.07 mmol) at 25° C. in a tube, the nitrogen gas was bubbled through reaction mixture for 15 minutes. To the reaction mixture was added tetrakis(triphenylphosphine)palladium(0) (0.41 g, 0.36 mmol) under nitrogen and the tube was sealed.... The reactants are C(C)OC(CCNC(OC(C)(C)C)=O)OCC (tert-butyl (3,3-diethoxypropyl)carbamate), [H-].[Na+] (sodium hydride), COC=1C=C(CBr)C=CC1 (3-methoxybenzyl bromide). Run in C(C)(=O)OCC (ethyl acetate), CN(C)C=O (DMF). Run at time 30 minute. Product: O1C(OCC1)CCNCC1=CC(=CC=C1)OC (2-(1,3-Dioxolan-2-yl)-N-(3-methoxybenzyl)ethanamine). The yield is 56.5%. RXN SMILES: C([O:3][CH:4]([O:15][CH2:16][CH3:17])[CH2:5][CH2:6][NH:7][C:8](=O)OC(C)(C)C)C.[H-].[Na+].[CH3:20][O:21][C:22]1[CH:23]=[C:24]([CH:27]=[CH:28][CH:29]=1)CBr>CN(C=O)C.C(OCC)(=O)C>[O:15]1[CH2:16][CH2:17][O:3][CH:4]1[CH2:5][CH2:6][NH:7][CH2:8][C:28]1[CH:27]=[CH:24][CH:23]=[C:22]([O:21][CH3:20])[CH:29]=1 |f:1.2|. Procedure details: To a stirred solution of tert-butyl (3,3-diethoxypropyl)carbamate (1.0 g, 4.05 mmol) in DMF (15 mL) was added sodium hydride (0.25 g, 6.25 mmol). The reaction mixture was stirred at room temperature for 30 minutes and 3-methoxybenzyl bromide (0.875 mL, 6.25 mmol) added. The reaction mixture was stirred at room temperature for 72 hours. The reaction mixture was diluted with ethyl acetate and washed with water and twice with brine. The organic phase was dried (magnesium sulfate), filtered and the ... Starting materials: C(C)(C)(C)OC(=O)CON=C(C(=O)NC1[C@@H]2N(C(=C(CS2)OC)C(=O)OCC2=CC=C(C=C2)[N+](=O)[O-])C1=O)C=1N=C(SC1)NC=O (4-Nitrobenzyl 7-[2-(tert-butoxycarbonylmethoxyimino)-2-(2-formamidothiazol-4-yl)acetamido]-3-methoxy-3-cephem-4-carboxylate), CO (methanol), C(C)(=O)O (acetic acid). The reagents and catalysts are [C].[Pd] (palladium carbon). Run in O (water). The product is C(C)(C)(C)OC(=O)CON=C(C(=O)NC1[C@@H]2N(C(=C(CS2)OC)C(=O)O)C1=O)C=1N=C(SC1)NC=O (7-[2-(tert-butoxycarbonylmethoxyimino)-2-(2-formamidothiazol-4-yl)acetamido]-3-methoxy-3-cephem-4-carboxylic acid). Yield: 69.8%. Reaction SMILES: [C:1]([O:5][C:6]([CH2:8][O:9][N:10]=[C:11]([C:39]1[N:40]=[C:41]([NH:44][CH:45]=[O:46])[S:42][CH:43]=1)[C:12]([NH:14][CH:15]1[C:37](=[O:38])[N:17]2[C:18]([C:24]([O:26]CC3C=CC([N+]([O-])=O)=CC=3)=[O:25])=[C:19]([O:22][CH3:23])[CH2:20][S:21][C@H:16]12)=[O:13])=[O:7])([CH3:4])([CH3:3])[CH3:2].CO.C(O)(=O)C>[C].[Pd].O>[C:1]([O:5][C:6]([CH2:8][O:9][N:10]=[C:11]([C:39]1[N:40]=[C:41]([NH:44][CH:45]=[O:46])[S:42][CH:43]=1)[C:12]([NH:14][CH:15]1[C:37](=[O:38])[N:17]2[C:18]([C:24]([OH:26])=[O:25])=[C:19]([O:22][CH3:23])[CH2:20][S:21][C@H:16]12)=[O:13])=[O:7])([CH3:4])([CH3:2])[CH3:3] |f:3.4|. Procedure: 4-Nitrobenzyl 7-[2-(tert-butoxycarbonylmethoxyimino)-2-(2-formamidothiazol-4-yl)acetamido]-3-methoxy-3-cephem-4-carboxylate (syn isomer, 6.8 g), methanol (60 ml) tetrahydrofuran (60 ml), acetic acid (6 ml), water (10 ml) and 10% palladium carbon (3.5 g) were treated in a similar manner to that of Example 3 to give 7-[2-(tert-butoxycarbonylmethoxyimino)-2-(2-formamidothiazol-4-yl)acetamido]-3-methoxy-3-cephem-4-carboxylic acid (syn isomer, 3.8 g). Reactants: CC(C)(C)OC(=O)c1ccccc1CBr, COC(=O)c1ccccc1CSc1nc2ccccc2[nH]1, [H-], [Na+], C1CCOC1, O. The product is COC(=O)c1ccccc1CSc1nc2ccccc2n1Cc1ccccc1C(=O)OC(C)(C)C. Reaction SMILES: [C:29]([CH3:30])([CH3:31])([CH3:32])[O:33][C:34]([c:35]1[c:36]([CH2:41][Br:42])[cH:37][cH:38][cH:39][cH:40]1)=[O:43].[CH3:8][O:9][C:10]([c:11]1[c:12]([CH2:17][S:18][c:19]2[nH:20][c:21]3[c:22]([n:23]2)[cH:24][cH:25][cH:26][cH:27]3)[cH:13][cH:14][cH:15][cH:16]1)=[O:28].[H-:1].[Na+:2].[O:3]1[CH2:4][CH2:5][CH2:6][CH2:7]1.[OH2:44]>>[CH3:8][O:9][C:10]([c:11]1[c:12]([CH2:17][S:18][c:19]2[n:20]([CH2:41][c:36]3[c:35]([C:34]([O:33][C:29]([CH3:30])([CH3:31])[CH3:32])=[O:43])[cH:40][cH:39][cH:38][cH:37]3)[c:21]3[c:22]([n:23]2)[cH:24][cH:25][cH:26][cH:27]3)[cH:13][cH:14][cH:15][cH:16]1)=[O:28]. Starting materials: COC(=O)C1N(CCC1)C(=O)NC1=CC=C(C=C1)S(=O)(=O)N1CCC(CC1)CNC[C@@H](C1=CC(=C(C=C1)O)NS(=O)(=O)C)O ({4-[(4-{[((2R)-2-hydroxy-2-{4-hydroxy-3-[(methylsulfonyl)-amino]-phenyl}ethyl)amino]methyl}piperidin-1-yl)sulfonyl]-anilinocarbonyl)-pyrrolidine-2-carboxylic acid methyl ester), Cl (HCl). Solvent: CO (methanol), [OH-].[Na+] (sodium hydroxide). The product is O[C@@H](CNCC1CCN(CC1)S(=O)(=O)C1=CC=C(NC(=O)N2[C@@H](CCC2)C(=O)O)C=C1)C1=CC(=C(C=C1)O)NS(=O)(=O)C ((2S)-1-({4-[(4-{[((2R)-2-Hydroxy-2-{4-hydroxy-3-[(methylsulfonyl)amino]phenyl}-ethyl)amino]methyl}piperidin-1-yl)sulfonyl]anilino}carbonyl)pyrrolidine-2-carboxylic Acid). The yield is 36.5%. RXN SMILES: C[O:2][C:3]([CH:5]1[CH2:9][CH2:8][CH2:7][N:6]1[C:10]([NH:12][C:13]1[CH:18]=[CH:17][C:16]([S:19]([N:22]2[CH2:27][CH2:26][CH:25]([CH2:28][NH:29][CH2:30][C@H:31]([OH:44])[C:32]3[CH:37]=[CH:36][C:35]([OH:38])=[C:34]([NH:39][S:40]([CH3:43])(=[O:42])=[O:41])[CH:33]=3)[CH2:24][CH2:23]2)(=[O:21])=[O:20])=[CH:15][CH:14]=1)=[O:11])=[O:4].Cl>CO.[OH-].[Na+]>[OH:44][C@H:31]([C:32]1[CH:37]=[CH:36][C:35]([OH:38])=[C:34]([NH:39][S:40]([CH3:43])(=[O:42])=[O:41])[CH:33]=1)[CH2:30][NH:29][CH2:28][CH:25]1[CH2:24][CH2:23][N:22]([S:19]([C:16]2[CH:17]=[CH:18][C:13]([NH:12][C:10]([N:6]3[CH2:7][CH2:8][CH2:9][C@H:5]3[C:3]([OH:4])=[O:2])=[O:11])=[CH:14][CH:15]=2)(=[O:20])=[O:21])[CH2:27][CH2:26]1 |f:3.4|. Procedure: A solution of 1-(2S)-1-({4-[(4-{[((2R)-2-hydroxy-2-{4-hydroxy-3-[(methylsulfonyl)-amino]-phenyl}ethyl)amino]methyl}piperidin-1-yl)sulfonyl]-anilinocarbonyl)-pyrrolidine-2-carboxylic acid methyl ester (0.098 g, 0.15 mmol) in methanol (2 mL) and 1N sodium hydroxide (0.55 mL) was stirred at ambient temperature overnight. When the reaction was complete, 1N HCl (0.55 mL) was added. The methanol and water was evaporated. Additional methanol was added, the reaction was filtered through a 0.5 micron fil...